From a dataset of the Open Reaction Database (ORD), a public repository of structured organic reaction records. describe an organic reaction: reactants, conditions, products, and yield Starting materials: C(C)(C)(C)C1=CC=C(C=C1)N1C(C2=C(C=CC=C2C1)[N+](=O)[O-])=O (2-(4-tert-butyl-phenyl)-7-nitro-2,3-dihydro-isoindol-1-one). The reagents and catalysts are [Pd] (Pd/C). Solvent: CCOC(=O)C (EtOAc). Run at time 2.5 hour. Yields the product NC=1C=CC=C2CN(C(C12)=O)C1=CC=C(C=C1)C(C)(C)C (7-amino-2-(4-tert-butyl-phenyl)-2,3-dihyro-isoindol-1-one). RXN SMILES: [C:1]([C:5]1[CH:10]=[CH:9][C:8]([N:11]2[CH2:19][C:18]3[C:13](=[C:14]([N+:20]([O-])=O)[CH:15]=[CH:16][CH:17]=3)[C:12]2=[O:23])=[CH:7][CH:6]=1)([CH3:4])([CH3:3])[CH3:2]>[Pd].CCOC(C)=O>[NH2:20][C:14]1[CH:15]=[CH:16][CH:17]=[C:18]2[C:13]=1[C:12](=[O:23])[N:11]([C:8]1[CH:7]=[CH:6][C:5]([C:1]([CH3:4])([CH3:3])[CH3:2])=[CH:10][CH:9]=1)[CH2:19]2. Procedure details: A solution of 2-(4-tert-butyl-phenyl)-7-nitro-2,3-dihydro-isoindol-1-one (110 mg, 0.35 mmol) and EtOAc (50 mL) was hydrogenated over 10% Pd/C (80 mg) at 1 atm and RT. After 2.5 h, the mixture was filtered through Celite® and concentrated in vacuo to afford the desired amine as a yellow solid. Reactants: ClCCCOC1=CC=C(C=C1)C=1N2N=CC=C2N=C2C1CCCCC2 (10-[4-(3-chloro-propoxy)-phenyl]-6,7,8,9-tetrahydro-5H-1,4,10a-triaza-cyclohepta[f]indene), CC1NCCC1 (2-methyl-pyrrolidine), C(=O)([O-])[O-].[K+].[K+] (K2CO3). The solvent is CN(C)C=O (DMF), CCOC(=O)C (EtOAc). Run at temperature 80 celsius, time 8 hour. The product is CC1N(CCC1)CCCOC1=CC=C(C=C1)C=1N2N=CC=C2N=C2C1CCCCC2 (10-{4-[3-(2-methyl-pyrrolidin-1-yl)-propoxy]-phenyl}-6,7,8,9-tetrahydro-5H-1,4,10a-triaza-cyclohepta[f]indene). The yield is 40.8%. As a reaction SMILES: Cl[CH2:2][CH2:3][CH2:4][O:5][C:6]1[CH:11]=[CH:10][C:9]([C:12]2[N:13]3[C:17]([N:18]=[C:19]4[CH2:25][CH2:24][CH2:23][CH2:22][CH2:21][C:20]=24)=[CH:16][CH:15]=[N:14]3)=[CH:8][CH:7]=1.[CH3:26][CH:27]1[CH2:31][CH2:30][CH2:29][NH:28]1.C([O-])([O-])=O.[K+].[K+]>CN(C=O)C.CCOC(C)=O>[CH3:26][CH:27]1[CH2:31][CH2:30][CH2:29][N:28]1[CH2:2][CH2:3][CH2:4][O:5][C:6]1[CH:11]=[CH:10][C:9]([C:12]2[N:13]3[C:17]([N:18]=[C:19]4[CH2:25][CH2:24][CH2:23][CH2:22][CH2:21][C:20]=24)=[CH:16][CH:15]=[N:14]3)=[CH:8][CH:7]=1 |f:2.3.4|. Procedure: A mixture of 10-[4-(3-chloro-propoxy)-phenyl]-6,7,8,9-tetrahydro-5H-1,4,10a-triaza-cyclohepta[f]indene (50 mg, 0.2 mmol), 2-methyl-pyrrolidine (71 mg, 1.0 mmol) and K2CO3 (45 mg, 0.3 mmol) in DMF (1 mL) was stirred at 80° C. overnight. The reaction was cooled, diluted with EtOAc (3 mL) and washed with H2O, brine, dried over MgSO4, and concentrated. The residue was purified by preparative LCMS to give 10-{4-[3-(2-methyl-pyrrolidin-1-yl)-propoxy]-phenyl}-6,7,8,9-tetrahydro-5H-1,4,10a-triaza-cycloh...